The task is: describe an organic reaction: reactants, conditions, products, and yield. This data is from the Open Reaction Database (ORD), a public repository of structured organic reaction records. The reactants are [Cl-], O=[N+]([O-])c1ccccc1-c1ccc(S(=O)(=O)O)cc1, CC1CCN(C(=O)C(N)Cc2ccc3[nH]cnc3c2)CC1. Product: CC1CCN(C(=O)C(Cc2ccc3[nH]cnc3c2)NS(=O)(=O)c2ccc(-c3ccccc3[N+](=O)[O-])cc2)CC1. Reaction SMILES: [Cl-:22].[N+:23](=[O:24])([O-:25])[c:26]1[c:27](-[c:32]2[cH:33][cH:34][c:35]([S:38](=[O:39])(=[O:40])[OH:41])[cH:36][cH:37]2)[cH:28][cH:29][cH:30][cH:31]1.[nH:1]1[cH:2][n:3][c:4]2[c:5]1[cH:6][cH:7][c:8]([CH2:10][CH:11]([C:12](=[O:13])[N:14]1[CH2:15][CH2:16][CH:17]([CH3:20])[CH2:18][CH2:19]1)[NH2:21])[cH:9]2>>[nH:1]1[cH:2][n:3][c:4]2[c:5]1[cH:6][cH:7][c:8]([CH2:10][CH:11]([C:12](=[O:13])[N:14]1[CH2:15][CH2:16][CH:17]([CH3:20])[CH2:18][CH2:19]1)[NH:21][S:38]([c:35]1[cH:34][cH:33][c:32](-[c:27]3[c:26]([N+:23](=[O:24])[O-:25])[cH:31][cH:30][cH:29][cH:28]3)[cH:37][cH:36]1)(=[O:39])=[O:40])[cH:9]2. Reactants: Cc1ccccc1, COC(=O)c1ccc(C=O)cc1, [H][H]. The product is COC(=O)c1ccc(CO)cc1. As a reaction SMILES: [CH3:15][c:16]1[cH:17][cH:18][cH:19][cH:20][cH:21]1.[CH:1](=[O:2])[c:3]1[cH:4][cH:5][c:6]([C:7](=[O:8])[O:9][CH3:10])[cH:11][cH:12]1.[H:13][H:14]>>[CH2:1]([OH:2])[c:3]1[cH:4][cH:5][c:6]([C:7](=[O:8])[O:9][CH3:10])[cH:11][cH:12]1. Starting materials: CN1CCC(CC1)=O (1-Methyl-4-piperidone), C1(=CC=CC=C1)CCCN (3-phenylpropylamine). Product: C1(=CC=CC=C1)NCCCC1CCNCC1 (4-(3-Phenylaminopropyl)piperidine). Reaction SMILES: C[N:2]1[CH2:7][CH2:6][C:5](=O)[CH2:4][CH2:3]1.[C:9]1(CCCN)[CH:14]=[CH:13][CH:12]=[CH:11][CH:10]=1>>[C:9]1([NH:2][CH2:3][CH2:4][CH2:5][CH:5]2[CH2:4][CH2:3][NH:2][CH2:7][CH2:6]2)[CH:10]=[CH:11][CH:12]=[CH:13][CH:14]=1. Reported procedure: Starting materials: 1-Methyl-4-piperidone (1.1 ml, 7.4 mmol, 1.0 eq.), 3-phenylpropylamine (1.35 g, 1.0 eq.). Reactants: FC1=C(C(=CC=C1)F)C=1OC(=C(N1)C(=O)N)C1=CC(=CC=C1)C=O (2-(2,6-difluorophenyl)-5-(3-formylphenyl)oxazole-4-carboxamide), N1CCOCC1 (morpholine), C(C)(=O)O[BH-](OC(C)=O)OC(C)=O.[Na+] (sodium triacetoxyborohydride), C(C)(=O)O (acetic acid). Solvent: ClCCCl (1,2-dichloroethane). Conditions: time 2 hour. Yields the product FC1=C(C(=CC=C1)F)C=1OC(=C(N1)C(=O)N)C1=CC(=CC=C1)CN1CCOCC1 (2-(2,6-difluorophenyl)-5-(3-(morpholinomethyl)phenyl)oxazole-4-carboxamide). Yield: 36.8%. Reaction SMILES: [F:1][C:2]1[CH:7]=[CH:6][CH:5]=[C:4]([F:8])[C:3]=1[C:9]1[O:10][C:11]([C:17]2[CH:22]=[CH:21][CH:20]=[C:19]([CH:23]=O)[CH:18]=2)=[C:12]([C:14]([NH2:16])=[O:15])[N:13]=1.[NH:25]1[CH2:30][CH2:29][O:28][CH2:27][CH2:26]1.C(O[BH-](OC(=O)C)OC(=O)C)(=O)C.[Na+].C(O)(=O)C>ClCCCl>[F:1][C:2]1[CH:7]=[CH:6][CH:5]=[C:4]([F:8])[C:3]=1[C:9]1[O:10][C:11]([C:17]2[CH:22]=[CH:21][CH:20]=[C:19]([CH2:23][N:25]3[CH2:30][CH2:29][O:28][CH2:27][CH2:26]3)[CH:18]=2)=[C:12]([C:14]([NH2:16])=[O:15])[N:13]=1 |f:2.3|. Procedure: To a solution of 2-(2,6-difluorophenyl)-5-(3-formylphenyl)oxazole-4-carboxamide (0.050 g, 0.152 mmol), morpholine (0.027 mL, 0.305 mmol) and sodium triacetoxyborohydride (0.014 g, 0.228 mmol) in 1,2-dichloroethane (6 mL) was added acetic acid (0.013 mL, 0.228 mmol) at room temperature. The resulting mixture was stirred at room temperature for 2 h and then quenched with saturated sodium bicarbonate. The aqueous layer was extracted with ethyl acetate and the combined organic extracts dried over Mg... Starting materials: CI (methyl iodide), Cl (hydrochloric acid), aqueous solution, [OH-].[Na+] (sodium hydroxide), C1(=CC=CC=C1)CC(C(=O)O)=O (phenylpyruvic acid), O=C(C(=O)O)C(C)C1=CC=CC=C1 (2-oxo-3-phenylbutanoic acid). Solvent: CN(C=O)C (dimethylformamide). Run at time 10 hour. Yields the product O=C(C(=O)O)C(C)(C1=CC=CC=C1)C (2-oxo-3-methyl-3-phenylbutanoic acid). The yield is 59.0%. As a reaction SMILES: [OH-].[Na+].[C:3]1(CC(=O)C(O)=O)C=CC=CC=1.CI.Cl.[O:18]=[C:19]([CH:23]([C:25]1[CH:30]=[CH:29][CH:28]=[CH:27][CH:26]=1)[CH3:24])[C:20]([OH:22])=[O:21]>CN(C)C=O>[O:18]=[C:19]([C:23]([CH3:3])([C:25]1[CH:30]=[CH:29][CH:28]=[CH:27][CH:26]=1)[CH3:24])[C:20]([OH:22])=[O:21] |f:0.1|. Procedure: A 1N aqueous solution of sodium hydroxide (20 ml, 20 mmoles) and 30 ml of dimethylformamide were added to 1.64 g (10.0 mmoles) of phenylpyruvic acid to form a solution. Then, 2.0 ml of methyl iodide was added, and the mixture was stirred at room temperature for 10 hours. The reaction mixture was acidified with 1N hydrochloric acid, and extracted with 150 ml of ether. The ether layer was dried over magnesium sulfate, and concentrated under reduced pressure to give a pale yellowish white solid. An...